Dataset: the Open Reaction Database (ORD), a public repository of structured organic reaction records. Task: describe an organic reaction: reactants, conditions, products, and yield The reactants are CC(C)OP(=O)OC(C)C (effective_coupling_partner), CC(C)(C)C(=O)Oc1ccncc1 (substrate). Reagents/catalysts: dcype. Conditions: temperature 110 celsius, time 46 hour. Product: CC(C)OP(=O)(OC(C)C)c1ccncc1. Reactants: CC1(CN=C(NC1)CC1=CC=CC=C1)C (1,4,5,6-tetrahydro-5,5-dimethyl-2-phenylmethylpyrimidine), FC1=C(C=C(C=C1)C(F)(F)F)[N+](=O)[O-] (1-fluoro-2-nitro-4-trifluoromethylbenzene), C([O-])([O-])=O.[K+].[K+] (potassium carbonate). Solvent: C(C)#N (acetonitrile). Reaction conditions: temperature 40 celsius. Yields the product CC1(CN=C2N(C3=CC=C(C=C3[N+](=C2C2=CC=CC=C2)[O-])C(F)(F)F)C1)C (2,3-dihydro-2,2-dimethyl-5-phenyl-8-trifluoromethyl-1H-pyrimido[1,2-a]quinoxaline 6-oxide). The yield is 26.8%. RXN SMILES: [CH3:1][C:2]1([CH3:15])[CH2:7][NH:6][C:5]([CH2:8][C:9]2[CH:14]=[CH:13][CH:12]=[CH:11][CH:10]=2)=[N:4][CH2:3]1.F[C:17]1[CH:22]=[CH:21][C:20]([C:23]([F:26])([F:25])[F:24])=[CH:19][C:18]=1[N+:27]([O-])=[O:28].C(=O)([O-])[O-].[K+].[K+]>C(#N)C>[CH3:1][C:2]1([CH3:15])[CH2:7][N:6]2[C:17]3[C:18]([N+:27]([O-:28])=[C:8]([C:9]4[CH:14]=[CH:13][CH:12]=[CH:11][CH:10]=4)[C:5]2=[N:4][CH2:3]1)=[CH:19][C:20]([C:23]([F:24])([F:25])[F:26])=[CH:21][CH:22]=3 |f:2.3.4|. Procedure details: A mixture of 1,4,5,6-tetrahydro-5,5-dimethyl-2-phenylmethylpyrimidine (1.69, 8 mmol), 1-fluoro-2-nitro-4-trifluoromethylbenzene (1.679, 8 mmol) and potassium carbonate (550 mg, 4 mmol) in acetonitrile (25 ml) was heated overnight at 40° C. The solvent was removed in vacuo and the resulting yellow solid recrystallised from ethyl acetate to yield 2,3-dihydro-2,2-dimethyl-5-phenyl-8-trifluoromethyl-1H-pyrimido[1,2-a]quinoxaline 6-oxide (800 mg) as a yellow crystalline solid, m.p. 225°-227° C. (Foun...